Dataset: the Open Reaction Database (ORD), a public repository of structured organic reaction records. Task: describe an organic reaction: reactants, conditions, products, and yield Reactants: NC1[C@@H]2N(C(=C(CS2)CSC2=NN=NN2CC=C)C(=O)O)C1=O (7-amino-3-(1-allyl-1H-tetrazol-5-yl)thiomethyl-3-cephem-4-carboxylic acid), C[Si](C)(C)CC(=O)N (trimethylsilylacetamide), P(=O)(Cl)(Cl)Cl (phosphorus oxychloride), C(C#C)ON=C(C(=O)O)C=1N=C(SC1)NC=O (2-(2-propynyl)oxyimino-2-(2-formamidothiazol-4-yl)acetic acid). Solvent: C(C)(=O)OCC (ethyl acetate), O (water), C(C)(=O)OCC (ethyl acetate), CN(C=O)C (dimethylformamide), O1CCCC1 (tetrahydrofuran). Conditions: time 30 minute. The product is C[N+](=CCl)C.[Cl-] (Vilsmeier reagent), C(C#C)ON=C(C(=O)NC1[C@@H]2N(C(=C(CS2)CSC2=NN=NN2CC=C)C(=O)O)C1=O)C=1N=C(SC1)NC=O (7-[2-(2-propynyl)oxyimino-2-(2-formamidothiazol-4-yl)acetamido]-3-(1-allyl-1H-tetrazol-5-yl)thiomethyl-3-cephem-4-carboxylic acid). Isolated yield 144.3%. RXN SMILES: P(Cl)(Cl)([Cl:3])=O.[CH2:6]([O:9][N:10]=[C:11]([C:15]1[N:16]=[C:17]([NH:20][CH:21]=[O:22])[S:18][CH:19]=1)[C:12]([OH:14])=O)[C:7]#[CH:8].[NH2:23][CH:24]1[C:44](=[O:45])[N:26]2[C:27]([C:41]([OH:43])=[O:42])=[C:28]([CH2:31][S:32][C:33]3[N:37]([CH2:38][CH:39]=[CH2:40])[N:36]=[N:35][N:34]=3)[CH2:29][S:30][C@H:25]12.C[Si](CC(N)=O)(C)C>C(OCC)(=O)C.O.O1CCCC1.CN(C)C=O>[CH3:25][N+:26]([CH3:44])=[CH:27][Cl:3].[Cl-:3].[CH2:6]([O:9][N:10]=[C:11]([C:15]1[N:16]=[C:17]([NH:20][CH:21]=[O:22])[S:18][CH:19]=1)[C:12]([NH:23][CH:24]1[C:44](=[O:45])[N:26]2[C:27]([C:41]([OH:43])=[O:42])=[C:28]([CH2:31][S:32][C:33]3[N:37]([CH2:38][CH:39]=[CH2:40])[N:36]=[N:35][N:34]=3)[CH2:29][S:30][C@H:25]12)=[O:14])[C:7]#[CH:8] |f:8.9|. Procedure: The Vilsmeier reagent was prepared from dry dimethylformamide (0.5 g), phosphorus oxychloride (1.3 g) and dry ethyl acetate (2.0 ml) by the conventional method. Dry tetrahydrofuran (20 ml) was added thereto and then 2-(2-propynyl)oxyimino-2-(2-formamidothiazol-4-yl)acetic acid (syn isomer) (1.6 g) was added thereto at 0° C. The mixture was stirred for 30 minutes at the same temperature. The resulting mixture was added at -10° C. to a stirred solution of 7-amino-3-(1-allyl-1H-tetrazol-5-yl)thiome... The reactants are 5-methyl-3-benzo[b]furan, S(=O)(=O)(C1=CC=C(C)C=C1)OCCC (propanol tosylate), COC=1C(=NC=CC1)N1CCNCC1 (1-(3-methoxy-2-pyridinyl)piperazine), Cl.ClC1=CC2=C(OC=C2CCCN2CCN(CC2)C2=NC=CC=C2OC)C=C1 (1-[3-(5-chlorobenzo[b]furan-3-yl)propyl]-4-(3-methoxy-2-pyridinyl)piperazine hydrochloride). The product is Cl.CC1=CC2=C(OC=C2CCCN2CCN(CC2)C2=NC=CC=C2OC)C=C1 (1-[3-(5-methylbenzo[b]furan-3-yl)propyl]-4-(3-methoxy-2-pyridinyl)piperazine hydrochloride). RXN SMILES: Cl.[Cl:2][C:3]1[CH:28]=[CH:27][C:6]2[O:7][CH:8]=[C:9]([CH2:10][CH2:11][CH2:12][N:13]3[CH2:18][CH2:17][N:16]([C:19]4[C:24]([O:25][CH3:26])=[CH:23][CH:22]=[CH:21][N:20]=4)[CH2:15][CH2:14]3)[C:5]=2[CH:4]=1.S(OCCC)([C:32]1C=CC(C)=CC=1)(=O)=O.COC1C(N2CCNCC2)=NC=CC=1>>[ClH:2].[CH3:32][C:3]1[CH:28]=[CH:27][C:6]2[O:7][CH:8]=[C:9]([CH2:10][CH2:11][CH2:12][N:13]3[CH2:18][CH2:17][N:16]([C:19]4[C:24]([O:25][CH3:26])=[CH:23][CH:22]=[CH:21][N:20]=4)[CH2:15][CH2:14]3)[C:5]=2[CH:4]=1 |f:0.1,4.5|. Procedure: The title compound was prepared (0.66 g, 92%, mp 163°-165° C.) in a manner analogous to the preparation of 1-[3-(5-chlorobenzo[b]furan-3-yl)propyl]-4-(3-methoxy-2-pyridinyl)piperazine (Example 25) by the reaction of 5-methyl-3-benzo[b]furan)propanol tosylate with 1-(3-methoxy-2-pyridinyl)piperazine. The reactants are Cl (hydrochloric acid), C(CCC)=O (n-butyraldehyde), polyethylene glycol, aqueous solution, [OH-].[Na+] (NaOH). Reaction conditions: temperature 11 celsius. Product: C(C)C(CO)CCCC (2-ethyl hexanol). Yield: 56.9%. As a reaction SMILES: [CH:1](=[O:5])[CH2:2][CH2:3][CH3:4].[OH-].[Na+].Cl>>[CH2:3]([CH:2]([CH2:1][CH2:2][CH2:3][CH3:4])[CH2:1][OH:5])[CH3:4] |f:1.2|. Procedure: 101.0 g of n-butyraldehyde and 5.0 g of polyethylene glycol (PEG 400) were placed in a reactor. The mixture was cooled to 11° C., and a total of 171.0 g of a 0.25% aqueous solution of NaOH was added to it at such a rate that the temperature of the mixture remained at 30°-32° C. After 2 hours the mixture was neutralized with hydrochloric acid, the phases were separated, and the organic phase was hydrogenated with Raney nickel at 100° C. and at a hydrogen pressure of 20 bar. The product was analyz... The reactants are COc1cc(Br)c(OCC2CC2)cc1F, COC(C)(C)C, [Li]CCCC, CC(C)OB1OC(C)(C)C(C)(C)O1. The product is COc1cc(B2OC(C)(C)C(C)(C)O2)c(OCC2CC2)cc1F. RXN SMILES: [Br:1][c:2]1[c:3]([O:11][CH2:12][CH:13]2[CH2:14][CH2:15]2)[cH:4][c:5]([F:10])[c:6]([O:8][CH3:9])[cH:7]1.[C:34]([O:35][CH3:36])([CH3:37])([CH3:38])[CH3:39].[CH2:16]([Li:17])[CH2:18][CH2:19][CH3:20].[CH:21]([O:22][B:25]1[O:26][C:27]([CH3:32])([CH3:33])[C:28]([CH3:30])([CH3:31])[O:29]1)([CH3:23])[CH3:24]>>[c:2]1([B:25]2[O:26][C:27]([CH3:32])([CH3:33])[C:28]([CH3:30])([CH3:31])[O:29]2)[c:3]([O:11][CH2:12][CH:13]2[CH2:14][CH2:15]2)[cH:4][c:5]([F:10])[c:6]([O:8][CH3:9])[cH:7]1. Reactants: CN1S(C2=C(C1=O)C=CC(=C2)C)(=O)=O (2,6-dimethyl-1,1-dioxo-benzo[d]isothiazole-3-one), BrN1C(CCC1=O)=O (N-bromosuccinimide). The reagents and catalysts are CC(C#N)C (2-methyl-propionitrile). Yields the product BrCC1=CC2=C(C(N(S2(=O)=O)C)=O)C=C1 (6-Bromomethyl-2-methyl-1,1-dioxo-benzo[d]isothiazole-3-one). The yield is 23.7%. Reaction SMILES: [CH3:1][N:2]1[C:6](=[O:7])[C:5]2[CH:8]=[CH:9][C:10]([CH3:12])=[CH:11][C:4]=2[S:3]1(=[O:14])=[O:13].[Br:15]N1C(=O)CCC1=O>CC(C)C#N>[Br:15][CH2:12][C:10]1[CH:9]=[CH:8][C:5]2[C:6](=[O:7])[N:2]([CH3:1])[S:3](=[O:13])(=[O:14])[C:4]=2[CH:11]=1. Procedure details: Using a procedure analogous to that described in Preparation 8, from 2,6-dimethyl-1,1-dioxo-benzo[d]isothiazole-3-one (2 g), N-bromosuccinimide (1.7 g) and 2,2'-azo-bis(2-methyl-propionitrile (10 mg) was obtained 650 mg of the title compound. m.p. 153°-154° C. Starting materials: Cl.NC1=CC=C(CNC(=O)OC(C)(C)C)C=C1 (4-Amino-N-tert-butoxycarbonylbenzylamine hydrochloride), N#CN (cyanamide). Solvent: CCOCC (ether). Product: Cl.N(C(=N)N)C1=CC=C(CNC(=O)OC(C)(C)C)C=C1 (4-guanidino-N-tert-butoxycarbonylbenzylamine hydrochloride). RXN SMILES: [ClH:1].[NH2:2][C:3]1[CH:17]=[CH:16][C:6]([CH2:7][NH:8][C:9]([O:11][C:12]([CH3:15])([CH3:14])[CH3:13])=[O:10])=[CH:5][CH:4]=1.[N:18]#[C:19][NH2:20]>CCOCC>[ClH:1].[NH:2]([C:3]1[CH:17]=[CH:16][C:6]([CH2:7][NH:8][C:9]([O:11][C:12]([CH3:13])([CH3:14])[CH3:15])=[O:10])=[CH:5][CH:4]=1)[C:19]([NH2:20])=[NH:18] |f:0.1,4.5|. Procedure: 4-Amino-N-tert-butoxycarbonylbenzylamine hydrochloride (25.77 g, 99.6 mmol.) and cyanamide (55 g, 1.3 mol.) were heated neat at 65° C. over 1.5 hours. The mixture was then cooled to room temperature and ether (250 mL) was added. The insoluble yellow oil was repeatedly washed with additional ethyl ether to remove traces of cyanamide and dried in vacuo to give 4-guanidino-N-tert-butoxycarbonylbenzylamine hydrochloride as an amorphous yellow material which was carried on without further purificatio... The reactants are CC(C)(C)OC(=O)NCC#Cc1cccc(C(=O)c2cn(C3CCCC3)c3ncnc(N)c23)c1, CO, Cl. Yields the product NCC#Cc1cccc(C(=O)c2cn(C3CCCC3)c3ncnc(N)c23)c1. Reaction SMILES: [C:2]([O:3][C:4](=[O:5])[NH:8][CH2:9][C:10]#[C:11][c:12]1[cH:13][c:14]([C:18](=[O:19])[c:20]2[cH:21][n:22]([CH:30]3[CH2:31][CH2:32][CH2:33][CH2:34]3)[c:23]3[n:24][cH:25][n:26][c:27]([NH2:29])[c:28]23)[cH:15][cH:16][cH:17]1)([CH3:6])([CH3:7])[CH3:35].[CH3:36][OH:37].[ClH:1]>>[NH2:8][CH2:9][C:10]#[C:11][c:12]1[cH:13][c:14]([C:18](=[O:19])[c:20]2[cH:21][n:22]([CH:30]3[CH2:31][CH2:32][CH2:33][CH2:34]3)[c:23]3[n:24][cH:25][n:26][c:27]([NH2:29])[c:28]23)[cH:15][cH:16][cH:17]1.